Task: describe an organic reaction: reactants, conditions, products, and yield. Dataset: the Open Reaction Database (ORD), a public repository of structured organic reaction records Reactants: C1CCN2C(=CC=C12)C(=O)C=1N2CCC(C2=C(C1C)C(=O)OCC)C(=O)OCC (diethyl 5-(2,3-dihydro-1H-pyrrolizin-5-oyl)-6-methyl-2,3-dihydro-1H-pyrrolizine-1,7-dicarboxylate), CO (methanol), [OH-].[K+] (potassium hydroxide). Solvent: O (water), O (water). Product: C1CCN2C(=CC=C12)C(=O)C=1N2CCC(C2=C(C1C)C(=O)O)C(=O)O (5-(2,3-dihydro-1H-pyrrolizin-5-oyl)-6-methyl-2,3-dihydro-1H-pyrrolizine-1,7-dicarboxylic acid). The yield is 100.6%. RXN SMILES: [CH2:1]1[C:8]2[N:4]([C:5]([C:9]([C:11]3[N:12]4[C:16](=[C:17]([C:20]([O:22]CC)=[O:21])[C:18]=3[CH3:19])[CH:15]([C:25]([O:27]CC)=[O:26])[CH2:14][CH2:13]4)=[O:10])=[CH:6][CH:7]=2)[CH2:3][CH2:2]1.CO.[OH-].[K+]>O>[CH2:1]1[C:8]2[N:4]([C:5]([C:9]([C:11]3[N:12]4[C:16](=[C:17]([C:20]([OH:22])=[O:21])[C:18]=3[CH3:19])[CH:15]([C:25]([OH:27])=[O:26])[CH2:14][CH2:13]4)=[O:10])=[CH:6][CH:7]=2)[CH2:3][CH2:2]1 |f:2.3|. Procedure details: A mixture of the diester from Step B (1.62 g, 0.004 m), methanol (15 ml), water (5 ml), and potassium hydroxide (1.6 g, 0.026 m) was refluxed in an inert atmosphere for 5.5 hours, cooled, diluted with water (ca. 80 ml), filtered, the filtrate acidified with 2N hydrochloric acid, and the cooled, aged mixture filtered. After drying the well-washed (water) solid, 1.4 g of 5-(2,3-dihydro-1H-pyrrolizin-5-oyl)-6-methyl-2,3-dihydro-1H-pyrrolizine-1,7-dicarboxylic acid is obtained as a white solid.